This data is from the Open Reaction Database (ORD), a public repository of structured organic reaction records. The task is: describe an organic reaction: reactants, conditions, products, and yield Starting materials: COC(CCCCCNC1=CC2=C(N(C(=N2)C2=CC=CC=C2)C2=CC=CC=C2)C=C1)=O (6-[[1,2-Diphenyl-1H-benzimidazol-5-yl]amino]hexanoic acid methyl ester), ClC1=CC=C(C=C1)S(=O)(=O)Cl (4-chlorobenzenesulfonic acid chloride). Yields the product COC(CCCCCN(C1=CC2=C(N(C(=N2)C2=CC=CC=C2)C2=CC=CC=C2)C=C1)S(=O)(=O)C1=CC=C(C=C1)Cl)=O (6-[[(4-Chlorophenyl)sulfonyl][1,2-diphenyl-1H-benzimidazol-5-yl]amino]hexanoic acid methyl ester). RXN SMILES: [CH3:1][O:2][C:3](=[O:31])[CH2:4][CH2:5][CH2:6][CH2:7][CH2:8][NH:9][C:10]1[CH:30]=[CH:29][C:13]2[N:14]([C:23]3[CH:28]=[CH:27][CH:26]=[CH:25][CH:24]=3)[C:15]([C:17]3[CH:22]=[CH:21][CH:20]=[CH:19][CH:18]=3)=[N:16][C:12]=2[CH:11]=1.[Cl:32][C:33]1[CH:38]=[CH:37][C:36]([S:39](Cl)(=[O:41])=[O:40])=[CH:35][CH:34]=1>>[CH3:1][O:2][C:3](=[O:31])[CH2:4][CH2:5][CH2:6][CH2:7][CH2:8][N:9]([S:39]([C:36]1[CH:37]=[CH:38][C:33]([Cl:32])=[CH:34][CH:35]=1)(=[O:41])=[O:40])[C:10]1[CH:30]=[CH:29][C:13]2[N:14]([C:23]3[CH:28]=[CH:27][CH:26]=[CH:25][CH:24]=3)[C:15]([C:17]3[CH:18]=[CH:19][CH:20]=[CH:21][CH:22]=3)=[N:16][C:12]=2[CH:11]=1. Procedure: 6-[[1,2-Diphenyl-1H-benzimidazol-5-yl]amino]hexanoic acid methyl ester was reacted with 4-chlorobenzenesulfonic acid chloride according to general operating instructions 13. Starting materials: C1(NC(CC2=CC=CC=C12)=O)=O (4H-Isoquinoline-1,3-dione), C(C)(=O)OC(C)=O (acetic anhydride), COC(OC)OC (trimethylorthoformate). Solvent: CN(C=O)C (N,N-dimethylformamide). Conditions: temperature 125 celsius, time 1 hour. Product: COC=C1C(NC(C2=CC=CC=C12)=O)=O (4-Methoxymethylene-4H-isoquinoline-1,3-dione). As a reaction SMILES: [C:1]1(=[O:12])[C:10]2[C:5](=[CH:6][CH:7]=[CH:8][CH:9]=2)[CH2:4][C:3](=[O:11])[NH:2]1.[C:13]([O:16][C:17](=O)C)(=O)C.COC(OC)OC>CN(C)C=O>[CH3:13][O:16][CH:17]=[C:4]1[C:5]2[C:10](=[CH:9][CH:8]=[CH:7][CH:6]=2)[C:1](=[O:12])[NH:2][C:3]1=[O:11]. Procedure details: To a suspension of 4H-Isoquinoline-1,3-dione (1.5 g, 9.3 mmol) in 22.5 mL of a 4:1 mixture of acetic anhydride and N,N-dimethylformamide, respectively, is added trimethylorthoformate (2.0 mL, 18.6 mmol). The reaction mixture is shaken in a heating block at 125° C. for 1 hour, at which point a beige precipitate formed, product. Upon cooling to room temperature, more product precipitated out. The precipitate is then filtered off, rinsed with copious amounts of ether, and dried to yield 1.47 g of 4...